describe an organic reaction: reactants, conditions, products, and yield From a dataset of the Open Reaction Database (ORD), a public repository of structured organic reaction records. The reactants are CCOC=C(C(=O)OCC)C(=O)OCC, Nc1ccc(F)cc1F. Product: CCOC(=O)C(=CNc1ccc(F)cc1F)C(=O)OCC. Reaction SMILES: [CH2:10]([O:11][CH:13]=[C:14]([C:15](=[O:16])[O:17][CH2:18][CH3:19])[C:20](=[O:21])[O:22][CH2:23][CH3:24])[CH3:12].[F:1][c:2]1[c:3]([NH2:4])[cH:5][cH:6][c:7]([F:9])[cH:8]1>>[F:1][c:2]1[c:3]([NH:4][CH:13]=[C:14]([C:15](=[O:16])[O:17][CH2:18][CH3:19])[C:20](=[O:21])[O:22][CH2:23][CH3:24])[cH:5][cH:6][c:7]([F:9])[cH:8]1. Reactants: OC1=CC(OC(=C1)C)=O (4-hydroxy-6-methyl-2-pyrone), NC=1C=C2C=NNC2=CC1 (5-aminoindazole). Run in O (water). Reaction conditions: temperature 90 celsius. The product is OC1=CC(N(C(=C1)C)C=1C=C2C=NNC2=CC1)=O (4-hydroxy-1-(1H-indazol-5-yl)-6-methylpyridin-2(1H)-one). Reaction SMILES: [OH:1][C:2]1[CH:7]=[C:6]([CH3:8])O[C:4](=[O:9])[CH:3]=1.[NH2:10][C:11]1[CH:12]=[C:13]2[C:17](=[CH:18][CH:19]=1)[NH:16][N:15]=[CH:14]2>O>[OH:1][C:2]1[CH:7]=[C:6]([CH3:8])[N:10]([C:11]2[CH:12]=[C:13]3[C:17](=[CH:18][CH:19]=2)[NH:16][N:15]=[CH:14]3)[C:4](=[O:9])[CH:3]=1. Procedure details: A mixture of 4-hydroxy-6-methyl-2-pyrone (3.75 g, 0.029 mol) and 5-aminoindazole (4.0 g, 0.03 mol) in water (70 ml) was heated at 90° C. under argon for 1 h. The mixture was cooled, decanted the supernatant and residue was triturated with ethanol, cooled and filtered the solid. It was washed with cold ethanol, and dried. 1H NMR (CD3OD/400 MHz) δ 8.11 (s, 1H), 7.64 (m, 2H), 7.18 (d, 1H, J=2.0 Hz), 7.16 (d, 1H, J=2.0 Hz), 6.07 (m, 1H), 5.81 (d, 1H, J=2.8 Hz), and 1.94 (s, 3H); ES-HRMS m/z 242.0962... The reactants are CN(C)C=O, COCC1OC(n2cnc3c(NCC(c4ccccc4)c4ccccc4)nc(COS(C)(=O)=O)nc32)C(O)C1O, N#C[K]. The product is COCC1OC(n2cnc3c(NCC(c4ccccc4)c4ccccc4)nc(CC#N)nc32)C(O)C1O. Reaction SMILES: [CH3:44][N:45]([CH3:46])[CH:47]=[O:48].[CH3:4][S:5]([O:6][CH2:9][c:10]1[n:11][c:12]([NH:29][CH2:30][CH:31]([c:32]2[cH:33][cH:34][cH:35][cH:36][cH:37]2)[c:38]2[cH:39][cH:40][cH:41][cH:42][cH:43]2)[c:13]2[n:14][cH:15][n:16]([CH:19]3[O:20][CH:21]([CH2:26][O:27][CH3:28])[CH:22]([OH:25])[CH:23]3[OH:24])[c:17]2[n:18]1)(=[O:7])=[O:8].[K:1][C:2]#[N:3]>>[C:2](#[N:3])[CH2:9][c:10]1[n:11][c:12]([NH:29][CH2:30][CH:31]([c:32]2[cH:33][cH:34][cH:35][cH:36][cH:37]2)[c:38]2[cH:39][cH:40][cH:41][cH:42][cH:43]2)[c:13]2[n:14][cH:15][n:16]([CH:19]3[O:20][CH:21]([CH2:26][O:27][CH3:28])[CH:22]([OH:25])[CH:23]3[OH:24])[c:17]2[n:18]1. Reactants: CCOC(=O)C(C)(C)NC(=O)c1nc2ccc(NCCCN3CCC(OC(c4ccccc4)c4ccccc4)CC3)nn2n1, CCO, Cl, [Na+], [OH-]. The product is CC(C)(NC(=O)c1nc2ccc(NCCCN3CCC(OC(c4ccccc4)c4ccccc4)CC3)nn2n1)C(=O)O. As a reaction SMILES: [CH2:1]([CH3:2])[O:3][C:4]([C:5]([NH:6][C:7](=[O:8])[c:9]1[n:10][n:11]2[n:12][c:13]([NH:18][CH2:19][CH2:20][CH2:21][N:22]3[CH2:23][CH2:24][CH:25]([O:28][CH:29]([c:30]4[cH:31][cH:32][cH:33][cH:34][cH:35]4)[c:36]4[cH:37][cH:38][cH:39][cH:40][cH:41]4)[CH2:26][CH2:27]3)[cH:14][cH:15][c:16]2[n:17]1)([CH3:42])[CH3:43])=[O:44].[CH3:48][CH2:49][OH:50].[ClH:47].[Na+:46].[OH-:45]>>[O:3]=[C:4]([C:5]([NH:6][C:7](=[O:8])[c:9]1[n:10][n:11]2[n:12][c:13]([NH:18][CH2:19][CH2:20][CH2:21][N:22]3[CH2:23][CH2:24][CH:25]([O:28][CH:29]([c:30]4[cH:31][cH:32][cH:33][cH:34][cH:35]4)[c:36]4[cH:37][cH:38][cH:39][cH:40][cH:41]4)[CH2:26][CH2:27]3)[cH:14][cH:15][c:16]2[n:17]1)([CH3:42])[CH3:43])[OH:44]. Reactants: O (water), BrC1=CC=C(C=C1)[C@H](C)NC(C)=O ((S)—N-[1-(4-bromo-phenyl)-ethyl]-acetamide), C(C)OC1=CC(=C(OC2CNC2)C=C1)F (3-(4-ethoxy-2-fluoro-phenoxy)-azetidine), C(=O)([O-])[O-].[Cs+].[Cs+] (Cs2CO3), 2-dicyclohexylphosphine 2′,4′,6′-tri-isopropyl-1,1′-biphenyl. Reagents/catalysts: C(C)(=O)[O-].[Pd+2].C(C)(=O)[O-] (palladium(II) acetate). Run in CO (methanol), C1(=CC=CC=C1)C (toluene), C(C)(C)(C)O (tert-butanol). Run at temperature 120 celsius, time 12 hour. Yields the product C(C)OC1=CC(=C(OC2CN(C2)C2=CC=C(C=C2)[C@H](C)NC(C)=O)C=C1)F ((S)—N-(1-{4-[3-(4-Ethoxy-2-fluoro-phenoxy)-azetidin-1-yl]-phenyl}-ethyl)-acetamide). Reaction SMILES: Br[C:2]1[CH:7]=[CH:6][C:5]([C@@H:8]([NH:10][C:11](=[O:13])[CH3:12])[CH3:9])=[CH:4][CH:3]=1.[CH2:14]([O:16][C:17]1[CH:27]=[CH:26][C:20]([O:21][CH:22]2[CH2:25][NH:24][CH2:23]2)=[C:19]([F:28])[CH:18]=1)[CH3:15].C([O-])([O-])=O.[Cs+].[Cs+].O>C1(C)C=CC=CC=1.C(O)(C)(C)C.C([O-])(=O)C.[Pd+2].C([O-])(=O)C.CO>[CH2:14]([O:16][C:17]1[CH:27]=[CH:26][C:20]([O:21][CH:22]2[CH2:23][N:24]([C:2]3[CH:7]=[CH:6][C:5]([C@@H:8]([NH:10][C:11](=[O:13])[CH3:12])[CH3:9])=[CH:4][CH:3]=3)[CH2:25]2)=[C:19]([F:28])[CH:18]=1)[CH3:15] |f:2.3.4,8.9.10|. Procedure details: Under an argon atmosphere a mixture of 0.078 g (0.32 mmol) (S)—N-[1-(4-bromo-phenyl)-ethyl]-acetamide (I.1), 0.080 g (0.32 mmol) 3-(4-ethoxy-2-fluoro-phenoxy)-azetidine (see US20090286812), 0.26 g (0.081 mmol) Cs2CO3, 0.0036 g (0.016 mmol) palladium(II) acetate, 0.0077 g (0.016 mmol) 2-dicyclohexylphosphine-2′,4′,6′-tri-isopropyl-1,1′-biphenyl (X-Phos) in 1.5 mL toluene and 0.5 mL tert-butanol is stirred for 12 h at 120° C. Few water and methanol is added, the mixture is filtered and concentrate... Reactants: FC(C=1C=C(C=C(C1)C(F)(F)F)C1(CC(=NO1)C1=CC=C(C=C1)CC)C(F)(F)F)(F)F (5-[3,5-bis(trifluoromethyl)phenyl]-3-(4-ethylphenyl)-5-trifluoromethyl-4,5-dihydroisoxazole), BrN1C(CCC1=O)=O (N-bromosuccinimide), N(=NC(C#N)(C)C)C(C#N)(C)C (α,α′-azobisisobutyronitrile), resultant mixture, O (water). Run in ClCCCl (1,2-dichloroethane). Product: FC(C=1C=C(C=C(C1)C(F)(F)F)C1(CC(=NO1)C1=CC=C(C=C1)C(C)Br)C(F)(F)F)(F)F (5-[3,5-bis(trifluoromethyl)phenyl]-3-[4-(1-bromoethyl)phenyl]-5-trifluoromethyl-4,5-dihydroisoxazole). RXN SMILES: [F:1][C:2]([F:31])([F:30])[C:3]1[CH:4]=[C:5]([C:13]2([C:26]([F:29])([F:28])[F:27])[O:17][N:16]=[C:15]([C:18]3[CH:23]=[CH:22][C:21]([CH2:24][CH3:25])=[CH:20][CH:19]=3)[CH2:14]2)[CH:6]=[C:7]([C:9]([F:12])([F:11])[F:10])[CH:8]=1.[Br:32]N1C(=O)CCC1=O.N(C(C)(C)C#N)=NC(C)(C)C#N.O>ClCCCl>[F:31][C:2]([F:1])([F:30])[C:3]1[CH:4]=[C:5]([C:13]2([C:26]([F:27])([F:28])[F:29])[O:17][N:16]=[C:15]([C:18]3[CH:19]=[CH:20][C:21]([CH:24]([Br:32])[CH3:25])=[CH:22][CH:23]=3)[CH2:14]2)[CH:6]=[C:7]([C:9]([F:11])([F:10])[F:12])[CH:8]=1. Procedure details: To a solution of 3.00 g of 5-[3,5-bis(trifluoromethyl)phenyl]-3-(4-ethylphenyl)-5-trifluoromethyl-4,5-dihydroisoxazole in 15 mL of 1,2-dichloroethane, 1.29 g of N-bromosuccinimide and 0.10 g of α,α′-azobisisobutyronitrile were added and the resultant mixture was stirred at 75° C. for 3 hours. After the completion of the reaction, the reaction mixture was left to be cooled down to room temperature and then 10 mL of water was added to the reaction mixture. The resultant mixture was extracted with ... The reactants are CC#CCO, [Cl-], CC(C)(O)COc1cc(Cl)ncn1, [H-], [NH4+], [Na+], C1CCOC1. The product is CC#CCOc1cc(OCC(C)(C)O)ncn1. Reaction SMILES: [CH2:3]([C:4]#[C:5][CH3:6])[OH:7].[Cl-:21].[Cl:8][c:9]1[cH:10][c:11]([O:15][CH2:16][C:17]([CH3:18])([OH:19])[CH3:20])[n:12][cH:13][n:14]1.[H-:1].[NH4+:22].[Na+:2].[O:23]1[CH2:24][CH2:25][CH2:26][CH2:27]1>>[CH2:3]([C:4]#[C:5][CH3:6])[O:7][c:9]1[cH:10][c:11]([O:15][CH2:16][C:17]([CH3:18])([OH:19])[CH3:20])[n:12][cH:13][n:14]1. Reactants: C1(=CC=CC=C1)CCCCOC(=O)N1CC2=C(CC1)C=CO2 (6-(4-phenylbutoxycarbonyl)-4,5,6,7-tetrahydrofuro[2,3-c]pyridine), C(C)NCC (diethylamine), C=O (formaldehyde). Run in C(C)(=O)O (acetic acid). Reaction conditions: temperature 100 celsius, time 1 hour. The product is C(C)N(CC)CC1=CC2=C(CN(CC2)C(=O)OCCCCC2=CC=CC=C2)O1 (N,N-diethyl-[6-(4-phenylbutoxycarbonyl)-4,5,6,7-tetrahydrofuro[2,3-c]pyridin-2-ylmethyl]amine). As a reaction SMILES: [C:1]1([CH2:7][CH2:8][CH2:9][CH2:10][O:11][C:12]([N:14]2[CH2:19][CH2:18][C:17]3[CH:20]=[CH:21][O:22][C:16]=3[CH2:15]2)=[O:13])[CH:6]=[CH:5][CH:4]=[CH:3][CH:2]=1.[CH2:23]([NH:25][CH2:26][CH3:27])[CH3:24].[CH2:28]=O>C(O)(=O)C>[CH2:23]([N:25]([CH2:28][C:21]1[O:22][C:16]2[CH2:15][N:14]([C:12]([O:11][CH2:10][CH2:9][CH2:8][CH2:7][C:1]3[CH:6]=[CH:5][CH:4]=[CH:3][CH:2]=3)=[O:13])[CH2:19][CH2:18][C:17]=2[CH:20]=1)[CH2:26][CH3:27])[CH3:24]. Procedure: To a solution of 0.267 g of the above 6-(4-phenylbutoxycarbonyl)-4,5,6,7-tetrahydrofuro[2,3-c]pyridine in 20 ml of acetic acid, 0.22 ml (2.1 mmol) of diethylamine and 0.17 g (2.1 mmol) of 37% aqueous formaldehyde were added, followed by stirring at 100° C. for 1 hour. After the solvent was distilled off under reduced pressure, the residual solution was alkalified with aqueous sodium hydroxide and extracted with dichloromethane 3 times. The combined organic layer was dried over anhydrous magnesiu...